From a dataset of the Open Reaction Database (ORD), a public repository of structured organic reaction records. describe an organic reaction: reactants, conditions, products, and yield The product is CNc1ncc2cc(-c3c(C)ccc4c(Nc5cccc(C(F)(F)F)c5)nccc34)ccc2n1. RXN SMILES: [CH3:42][Si:43]([N-:44][Si:45]([CH3:46])([CH3:47])[CH3:48])([CH3:49])[CH3:50].[CH3:52][CH2:53][O:54][C:55](=[O:56])[CH3:57].[Cl:1][c:2]1[n:3][cH:4][cH:5][c:6]2[c:7](-[c:13]3[cH:14][c:15]4[cH:16][n:17][c:18]([NH:23][CH3:24])[n:19][c:20]4[cH:21][cH:22]3)[c:8]([CH3:12])[cH:9][cH:10][c:11]12.[F:25][C:26]([c:27]1[cH:28][c:29]([NH2:33])[cH:30][cH:31][cH:32]1)([F:34])[F:35].[Li+:51].[O:36]1[CH2:37][CH2:38][O:39][CH2:40][CH2:41]1.[O:60]=[C:61]([CH:62]=[CH:63][c:64]1[cH:65][cH:66][cH:67][cH:68][cH:69]1)[CH:70]=[CH:71][c:72]1[cH:73][cH:74][cH:75][cH:76][cH:77]1.[O:78]=[C:79]([CH:80]=[CH:81][c:82]1[cH:83][cH:84][cH:85][cH:86][cH:87]1)[CH:88]=[CH:89][c:90]1[cH:91][cH:92][cH:93][cH:94][cH:95]1.[O:96]=[C:97]([CH:98]=[CH:99][c:100]1[cH:101][cH:102][cH:103][cH:104][cH:105]1)[CH:106]=[CH:107][c:108]1[cH:109][cH:110][cH:111][cH:112][cH:113]1.[Pd:58].[Pd:59]>>[c:2]1([NH:33][c:29]2[cH:28][c:27]([C:26]([F:25])([F:34])[F:35])[cH:32][cH:31][cH:30]2)[n:3][cH:4][cH:5][c:6]2[c:7](-[c:13]3[cH:14][c:15]4[cH:16][n:17][c:18]([NH:23][CH3:24])[n:19][c:20]4[cH:21][cH:22]3)[c:8]([CH3:12])[cH:9][cH:10][c:11]12. The reactants are C[Si](C)(C)[N-][Si](C)(C)C, CCOC(C)=O, CNc1ncc2cc(-c3c(C)ccc4c(Cl)nccc34)ccc2n1, Nc1cccc(C(F)(F)F)c1, [Li+], C1COCCO1, O=C(C=Cc1ccccc1)C=Cc1ccccc1, O=C(C=Cc1ccccc1)C=Cc1ccccc1, O=C(C=Cc1ccccc1)C=Cc1ccccc1, [Pd], [Pd]. The reactants are CC#N, CCN(C(C)C)C(C)C, Cl, Cc1ccc(NC(C(=O)O)c2ccccc2)cc1F, OC1CN2CCC1CC2, On1nnc2ccccc21. Yields the product Cc1ccc(NC(C(=O)OC2CN3CCC2CC3)c2ccccc2)cc1F. RXN SMILES: [CH3:49][C:50]#[N:51].[CH:31]([N:32]([CH2:33][CH3:34])[CH:35]([CH3:36])[CH3:37])([CH3:38])[CH3:39].[ClH:1].[F:2][c:3]1[cH:4][c:5]([NH:10][CH:11]([C:12](=[O:13])[OH:14])[c:15]2[cH:16][cH:17][cH:18][cH:19][cH:20]2)[cH:6][cH:7][c:8]1[CH3:9].[N:40]12[CH2:41][CH:42]([OH:48])[CH:43]([CH2:44][CH2:45]1)[CH2:46][CH2:47]2.[OH:21][n:22]1[c:23]2[c:24]([cH:25][cH:26][cH:27][cH:28]2)[n:29][n:30]1>>[F:2][c:3]1[cH:4][c:5]([NH:10][CH:11]([C:12]([O:13][CH:42]2[CH2:41][N:40]3[CH2:45][CH2:44][CH:43]2[CH2:46][CH2:47]3)=[O:14])[c:15]2[cH:16][cH:17][cH:18][cH:19][cH:20]2)[cH:6][cH:7][c:8]1[CH3:9]. The reactants are C1(=CC=C(C=C1)C[C@H](C[C@](C(=O)O)(COC1OCCCC1)C)NC(=O)C=1N=NNC1)C1=CC=CC=C1 ((2S,4R)-5-Biphenyl-4-yl-2-methyl-2-(tetrahydropyran-2-yloxymethyl)-4-[(1H-1,2,3-triazole-4-carbonyl)amino]pentanoic acid), CC#N (MeCN), CCN(C(C)C)C(C)C (DIPEA), Cl (HCl), O1CCOCC1 (dioxane), C(Cl)Cl (DCM), C(C(C)C)(=O)Cl (isobutyryl chloride). Run at time 10 minute. The product is C1(=CC=C(C=C1)C[C@H](C[C@@](C(=O)O)(C)COC(C(C)C)=O)NC(=O)C=1NN=NC1)C1=CC=CC=C1 ((2S,4R)-5-Biphenyl-4-yl-2-isobutyryloxymethyl-2-methyl-4-[(3H-[1,2,3]triazole-4-carbonyl)amino]pentanoic Acid). Yield: 4.1%. Reaction SMILES: [C:1]1([C:31]2[CH:36]=[CH:35][CH:34]=[CH:33][CH:32]=2)[CH:6]=[CH:5][C:4]([CH2:7][C@@H:8]([NH:23][C:24]([C:26]2[N:27]=[N:28][NH:29][CH:30]=2)=[O:25])[CH2:9][C@@:10]([CH3:22])([CH2:14][O:15][CH:16]2CCCC[O:17]2)[C:11]([OH:13])=[O:12])=[CH:3][CH:2]=1.Cl.O1CCOCC1.CC#N.C(Cl)Cl.[C:50](Cl)(=O)[CH:51](C)[CH3:52].CCN(C(C)C)C(C)C>>[C:1]1([C:31]2[CH:36]=[CH:35][CH:34]=[CH:33][CH:32]=2)[CH:2]=[CH:3][C:4]([CH2:7][C@@H:8]([NH:23][C:24]([C:26]2[NH:27][N:28]=[N:29][CH:30]=2)=[O:25])[CH2:9][C@:10]([CH2:14][O:15][C:16](=[O:17])[CH:51]([CH3:52])[CH3:50])([CH3:22])[C:11]([OH:13])=[O:12])=[CH:5][CH:6]=1. Reported procedure: (2S,4R)-5-Biphenyl-4-yl-2-methyl-2-(tetrahydropyran-2-yloxymethyl)-4-[(1H-1,2,3-triazole-4-carbonyl)amino]pentanoic acid (126 mg, 255 μmol) was combined with 4 M HCl in dioxane (191 μL, 765 μmol) in MeCN (0.7 mL, 10 mmol). The mixture was then concentrated under reduced pressure and the residue was purified by reverse phase chromatography. DCM (1 mL, 20 mmol) and isobutyryl chloride (32.6 mg, 306 μmol) were added, followed by DIPEA (133 μL, 765 μmol). The resulting mixture was stirred for 10 min... Reported procedure: To a mixture of 6-bromo-2-phenyl-2′-thioxospiro[chroman-4,4′-imidazolidin]-5′-one (300 mg, 0.77 mmol) and K2CO3 (427 mg, 3.1 mmol) in CH3CN (6 mL) was added PrBr (380 mg, 3.1 mmol). The reaction mixture was refluxed for 2 h. The mixture was filtered, and the filtrate was concentrated to give a residue, which was purified by preparative TLC to give 6-bromo-2-phenyl-1′-propyl-2′-(propylthio)spiro[chroman-4,4′-imidazol]-5′(1′H)-one (285 mg, 90%). 1H-NMR (CDCl3): 0.87 (m, 3H), 1.00 (m, 3H), 1.64 (m,... Reaction SMILES: [Br:1][C:2]1[CH:3]=[C:4]2[C:11]3([C:15](=[O:16])[NH:14][C:13](=[S:17])[NH:12]3)[CH2:10][CH:9]([C:18]3[CH:23]=[CH:22][CH:21]=[CH:20][CH:19]=3)[O:8][C:5]2=[CH:6][CH:7]=1.[C:24]([O-])([O-])=O.[K+].[K+].[CH2:30](Br)[CH2:31][CH3:32].[CH3:34][C:35]#N>>[Br:1][C:2]1[CH:3]=[C:4]2[C:11]3([C:15](=[O:16])[N:14]([CH2:30][CH2:31][CH3:32])[C:13]([S:17][CH2:24][CH2:35][CH3:34])=[N:12]3)[CH2:10][CH:9]([C:18]3[CH:19]=[CH:20][CH:21]=[CH:22][CH:23]=3)[O:8][C:5]2=[CH:6][CH:7]=1 |f:1.2.3|. Yield: 90.0%. Product: BrC=1C=C2C(=CC1)OC(CC21N=C(N(C1=O)CCC)SCCC)C1=CC=CC=C1 (6-bromo-2-phenyl-1′-propyl-2′-(propylthio)spiro[chroman-4,4′-imidazol]-5′(1′H)-one). Reactants: BrC=1C=C2C(=CC1)OC(CC21NC(NC1=O)=S)C1=CC=CC=C1 (6-bromo-2-phenyl-2′-thioxospiro[chroman-4,4′-imidazolidin]-5′-one), C(=O)([O-])[O-].[K+].[K+] (K2CO3), CC#N (CH3CN), C(CC)Br (PrBr). Reaction SMILES: [CH3:15][O:16][c:17]1[cH:18][c:19]([CH2:20][NH2:21])[cH:22][cH:23][c:24]1[O:25][CH3:26].[CH3:27][C:28](=[O:29])[OH:30].[CH3:32][OH:33].[O:1]=[C:2]1[CH2:3][CH2:4][N:5]([C:8](=[O:9])[O:10][C:11]([CH3:12])([CH3:13])[CH3:14])[CH2:6][CH2:7]1.[OH2:31]>>[CH:2]1([NH:21][CH2:20][c:19]2[cH:18][c:17]([O:16][CH3:15])[c:24]([O:25][CH3:26])[cH:23][cH:22]2)[CH2:3][CH2:4][N:5]([C:8](=[O:9])[O:10][C:11]([CH3:12])([CH3:13])[CH3:14])[CH2:6][CH2:7]1. The product is COc1ccc(CNC2CCN(C(=O)OC(C)(C)C)CC2)cc1OC. Reactants: COc1ccc(CN)cc1OC, CC(=O)O, CO, CC(C)(C)OC(=O)N1CCC(=O)CC1, O. The reactants are COC(=O)CCC(C#N)(CCC(=O)OC)c1ccc([N+](=O)[O-])cc1, COCCOC, [H-], [Na+]. The product is COC(=O)C1CC(C#N)(c2ccc([N+](=O)[O-])cc2)CCC1=O. As a reaction SMILES: [C:1](#[N:2])[C:3]([CH2:4][CH2:5][C:6]([O:8][CH3:7])=[O:9])([CH2:10][CH2:11][C:12](=[O:13])[O:14][CH3:15])[c:16]1[cH:17][cH:18][c:19]([N+:22](=[O:23])[O-:24])[cH:20][cH:21]1.[CH3:27][O:28][CH2:29][CH2:30][O:31][CH3:32].[H-:26].[Na+:25]>>[C:1](#[N:2])[C:3]1([c:16]2[cH:17][cH:18][c:19]([N+:22](=[O:23])[O-:24])[cH:20][cH:21]2)[CH2:4][CH2:5][C:6](=[O:8])[CH:11]([C:12](=[O:13])[O:14][CH3:15])[CH2:10]1. The reactants are C(C)(C)(C)NC([O-])=O (tert-butylcarbamate), FC(C(=O)O)(F)F (trifluoroacetic acid), BrC=1C=C2C(=NC1)SC(=N2)CNC(OC(C)(C)C)=O (tert-butyl ((6-bromothiazolo[5,4-b]pyridin-2-yl)methyl)carbamate), ClC(C(=O)N[C@@H]([C@@H](C1=CC=C(C=C1)[Sn](C)(C)C)O)CF)Cl (2,2-dichloro-N-((1R,2S)-3-fluoro-1-hydroxy-1-(4-(trimethylstannyl)phenyl)-propan-2-yl)acetamide), O1C(=CC=C1)P(C=1OC=CC1)C=1OC=CC1 (tris(2-furyl)phosphine). Run in C(Cl)Cl (DCM), C1(=CC=CC=C1)C (toluene), CN(C=O)C (dimethylformamide), O (water). Run at temperature 65 celsius, time 3 hour. The product is ClC(C(=O)N[C@@H]([C@H](O)C1=CC=C(C=C1)C=1C=C2C(=NC1)SC(=N2)CNC(OC(C)(C)C)=O)CF)Cl (tert-butyl ((6-(4-((1R,2S)-2-(2,2-dichloroacetamido)-3-fluoro-1-hydroxypropyl)phenyl)thiazolo[5,4-b]pyridin-2-yl)methyl)carbamate). The yield is 16.4%. Reaction SMILES: Br[C:2]1[CH:3]=[C:4]2[N:10]=[C:9]([CH2:11][NH:12][C:13](=[O:19])[O:14][C:15]([CH3:18])([CH3:17])[CH3:16])[S:8][C:5]2=[N:6][CH:7]=1.[Cl:20][CH:21]([Cl:40])[C:22]([NH:24][C@H:25]([CH2:38][F:39])[C@H:26]([OH:37])[C:27]1[CH:32]=[CH:31][C:30]([Sn](C)(C)C)=[CH:29][CH:28]=1)=[O:23].O1C=CC=C1P(C1OC=CC=1)C1OC=CC=1.C(NC(=O)[O-])(C)(C)C.FC(F)(F)C(O)=O>CN(C)C=O.O.C(Cl)Cl.C1(C)C=CC=CC=1>[Cl:20][CH:21]([Cl:40])[C:22]([NH:24][C@H:25]([CH2:38][F:39])[C@@H:26]([C:27]1[CH:28]=[CH:29][C:30]([C:2]2[CH:3]=[C:4]3[N:10]=[C:9]([CH2:11][NH:12][C:13](=[O:19])[O:14][C:15]([CH3:18])([CH3:17])[CH3:16])[S:8][C:5]3=[N:6][CH:7]=2)=[CH:31][CH:32]=1)[OH:37])=[O:23]. Reported procedure: A mixture of tert-butyl ((6-bromothiazolo[5,4-b]pyridin-2-yl)methyl)carbamate (156 mg, 0.45 mmol), 2,2-dichloro-N-((1R,2S)-3-fluoro-1-hydroxy-1-(4-(trimethylstannyl)phenyl)-propan-2-yl)acetamide (200 mg, 0.45 mmol) and tris(2-furyl)phosphine (21 mg, 0.090 mmol) Tris(dibenzylideneacetone)dipalladium(0) (41 mg, 0.045 mmol) in dimethylformamide (2.5 mL) is heated at 65° C. for 3 hours under nitrogen. The mixture is then cooled, diluted with water (10 mL) and extracted with ethyl acetate (3×10 mL). ...